Dataset: the Open Reaction Database (ORD), a public repository of structured organic reaction records. Task: describe an organic reaction: reactants, conditions, products, and yield Reactants: [Ca+2], O=C(Cl)OCCCl, Cc1c(N)cccc1[N+](=O)[O-], O=C([O-])[O-], O=C=O, C1COCCO1, O. Yields the product Cc1c(NC(=O)OCCCl)cccc1[N+](=O)[O-]. As a reaction SMILES: [Ca+2:12].[Cl:17][C:18](=[O:19])[O:20][CH2:21][CH2:22][Cl:23].[N+:1](=[O:2])([O-:3])[c:4]1[c:5]([CH3:11])[c:6]([NH2:10])[cH:7][cH:8][cH:9]1.[O-:13][C:14](=[O:15])[O-:16].[O:24]=[C:25]=[O:26].[O:27]1[CH2:28][CH2:29][O:30][CH2:31][CH2:32]1.[OH2:33]>>[N+:1](=[O:2])([O-:3])[c:4]1[c:5]([CH3:11])[c:6]([NH:10][C:18](=[O:19])[O:20][CH2:21][CH2:22][Cl:23])[cH:7][cH:8][cH:9]1. The reactants are CC(C)(C)NS(=O)(=O)C1=CC=C(C=C1)NC(C)=O (N-(1,1-Dimethylethyl)-4-(acetylamino)benzenesulfonamide), Cl (HCl). Solvent: [OH-].[Na+] (NaOH). Yields the product CC(C)(C)NS(=O)(=O)C1=CC=C(C=C1)N (N-(1,1-Dimethylethyl)-4-aminobenzenesulfonamide). Reaction SMILES: [CH3:1][C:2]([NH:5][S:6]([C:9]1[CH:14]=[CH:13][C:12]([NH:15]C(=O)C)=[CH:11][CH:10]=1)(=[O:8])=[O:7])([CH3:4])[CH3:3].Cl>[OH-].[Na+]>[CH3:4][C:2]([NH:5][S:6]([C:9]1[CH:10]=[CH:11][C:12]([NH2:15])=[CH:13][CH:14]=1)(=[O:8])=[O:7])([CH3:1])[CH3:3] |f:2.3|. Procedure: N-(1,1-Dimethylethyl)-4-(acetylamino)benzenesulfonamide (Example 11) is deprotected by saponification in 20% NaOH (5 mL), followed by neutralization with 10% HCl. The precipitate that is formed is collected by filtration and recrystallized from methanol/diethyl ether. Reactants: O1C(OCC1)C1=CC=CC(=N1)C(C)=O (1-(6-[1,3]dioxolan-2-yl-pyridin-2-yl)ethanone), CC(C)([O-])C.[K+] (potassium tert-butoxide), [Cl-].[NH4+] (ammonium chloride). Reagents/catalysts: [Br-].C[P+](C1=CC=CC=C1)(C1=CC=CC=C1)C1=CC=CC=C1 ((methyl)triphenylphosphonium bromide). Run in O1CCCC1 (tetra-hydrofuran), O1CCCC1 (tetrahydrofuran). Run at time 45 minute. Product: O1C(OCC1)C1=NC(=CC=C1)C(=C)C (2-[1,3]dioxolan-2-yl-6-isopropenylpyridine). Reaction SMILES: [CH3:1][C:2]([CH3:5])([O-])[CH3:3].[K+].[O:7]1[CH2:11][CH2:10][O:9][CH:8]1[C:12]1[N:17]=C(C(=O)C)[CH:15]=[CH:14][CH:13]=1.[Cl-].[NH4+]>[Br-].C[P+](C1C=CC=CC=1)(C1C=CC=CC=1)C1C=CC=CC=1.O1CCCC1>[O:7]1[CH2:11][CH2:10][O:9][CH:8]1[C:12]1[CH:13]=[CH:14][CH:15]=[C:1]([C:2]([CH3:5])=[CH2:3])[N:17]=1 |f:0.1,3.4,5.6|. Procedure: 1.62 g of potassium tert-butoxide (14.4 mmol) are added in portions to a suspension of 5.25 g of (methyl)triphenylphosphonium bromide (14.7 mmol) in 30 ml of tetrahydrofuran maintained under a nitrogen atmosphere. The mixture is stirred for 45 minutes and then a solution of 0.95 g of 1-(6-[1,3]dioxolan-2-yl-pyridin-2-yl)ethanone (4.92 mmol) in 5 ml of tetra-hydrofuran is introduced dropwise. The mixture is stirred for 12 hours at room temperature and then it is poured into a saturated aqueous so... Reactants: [OH-].[Na+] (Sodium hydroxide), C(C)OC(CN(C(C1=C(C=CC(=C1)OCCCCCCCCCCCCOC1=CC=CC=C1)OCC1=CC=CC=C1)=O)CC(=O)OCC)=O (N-(2-ethoxy-2-oxoethyl)-N-[5-[(12-phenoxydodecyl)oxy]-2-(phenylmethoxy)benzoyl]glycine ethyl ester). Product: C(=O)(O)CN(CC(=O)O)C(C1=C(C=CC(=C1)OCCCCCCCCCCCCOC1=CC=CC=C1)OCC1=CC=CC=C1)=O (N-(carboxymethyl)-N-[5-[(12-phenoxydodecyl)oxy]-2-(phenylmethoxy)benzoyl]glycine). The yield is 65.0%. RXN SMILES: [OH-].[Na+].C([O:5][C:6](=[O:51])[CH2:7][N:8]([CH2:45][C:46]([O:48]CC)=[O:47])[C:9](=[O:44])[C:10]1[CH:15]=[C:14]([O:16][CH2:17][CH2:18][CH2:19][CH2:20][CH2:21][CH2:22][CH2:23][CH2:24][CH2:25][CH2:26][CH2:27][CH2:28][O:29][C:30]2[CH:35]=[CH:34][CH:33]=[CH:32][CH:31]=2)[CH:13]=[CH:12][C:11]=1[O:36][CH2:37][C:38]1[CH:43]=[CH:42][CH:41]=[CH:40][CH:39]=1)C>>[C:46]([CH2:45][N:8]([C:9](=[O:44])[C:10]1[CH:15]=[C:14]([O:16][CH2:17][CH2:18][CH2:19][CH2:20][CH2:21][CH2:22][CH2:23][CH2:24][CH2:25][CH2:26][CH2:27][CH2:28][O:29][C:30]2[CH:35]=[CH:34][CH:33]=[CH:32][CH:31]=2)[CH:13]=[CH:12][C:11]=1[O:36][CH2:37][C:38]1[CH:39]=[CH:40][CH:41]=[CH:42][CH:43]=1)[CH2:7][C:6]([OH:51])=[O:5])([OH:48])=[O:47] |f:0.1|. Reported procedure: Sodium hydroxide hydrolysis of N-(2-ethoxy-2-oxoethyl)-N-[5-[(12-phenoxydodecyl)oxy]-2-(phenylmethoxy)benzoyl]glycine ethyl ester using conditions described in Example 81 gave N-(carboxymethyl)-N-[5-[(12-phenoxydodecyl)oxy]-2-(phenylmethoxy)benzoyl]glycine (65% yield, mp 70°-75°). Starting materials: Cl (hydrochloric acid), CCOC(=S)[S-].[K+] (potassium ethyl xanthogenate), ice water, NC=1C(=CC(=C(C1)N1N=C(N(C1=O)C(F)F)C)Cl)Cl (1-(5-amino-2,4-dichlorophenyl)-4-(difluoromethyl)-3-methyl-1H-1,2,4-triazol-5(4H)-one). Run in CN(C=O)C (N,N-dimethylformamide). Run at temperature 140 celsius. Yields the product ClC1=CC2=C(N=C(S2)S)C=C1N1N=C(N(C1=O)C(F)F)C (1-(6-chloro-2-mercaptobenzo[d]thiazol-5-yl)-4-(difluoromethyl)-3-methyl-1H-1,2,4-triazol-5(4H)-one). The yield is 68.0%. Reaction SMILES: [NH2:1][C:2]1[C:3](Cl)=[CH:4][C:5]([Cl:18])=[C:6]([N:8]2[C:12](=[O:13])[N:11]([CH:14]([F:16])[F:15])[C:10]([CH3:17])=[N:9]2)[CH:7]=1.CCO[C:23]([S-:25])=[S:24].[K+].Cl>CN(C)C=O>[Cl:18][C:5]1[C:6]([N:8]2[C:12](=[O:13])[N:11]([CH:14]([F:16])[F:15])[C:10]([CH3:17])=[N:9]2)=[CH:7][C:2]2[N:1]=[C:23]([SH:25])[S:24][C:3]=2[CH:4]=1 |f:1.2|. Procedure: 30 mL N,N-dimethylformamide was charged with 0.01 mol 1-(5-amino-2,4-dichlorophenyl)-4-(difluoromethyl)-3-methyl-1H-1,2,4-triazol-5(4H)-one. The mixture was stirred until it became clear. Then, 0.02 mol potassium ethyl xanthogenate was added to the mixture in two portions. The mixture was refluxed at 140° C. for 5 h, cooled, and poured into 100 mL ice water. Then, the mixture was acidified with 6 mol/L hydrochloric acid, and a large amount of solids crushed out. The title compound was obtained i... Reactants: N1C(=NC2=C1C=CC=C2)SCC2=C(C=CC=C2)N (2-[(1H-Benzimidazol-2-ylthio)methyl]benzenamine), ClC=1C=C(C(=O)OO)C=CC1 (m-chloroperoxybenzoic acid). The solvent is C(Cl)(Cl)Cl (chloroform), C(Cl)(Cl)Cl (chloroform). Conditions: temperature -10 celsius. Product: N1C(=NC2=C1C=CC=C2)S(=O)CC2=C(C=CC=C2)N (2-[(1H-Benzimidazol-2-ylsulfinyl)methyl]benzenamine). The yield is 62.4%. Reaction SMILES: [NH:1]1[C:5]2[CH:6]=[CH:7][CH:8]=[CH:9][C:4]=2[N:3]=[C:2]1[S:10][CH2:11][C:12]1[CH:17]=[CH:16][CH:15]=[CH:14][C:13]=1[NH2:18].ClC1C=C(C=CC=1)C(OO)=[O:24]>C(Cl)(Cl)Cl>[NH:1]1[C:5]2[CH:6]=[CH:7][CH:8]=[CH:9][C:4]=2[N:3]=[C:2]1[S:10]([CH2:11][C:12]1[CH:17]=[CH:16][CH:15]=[CH:14][C:13]=1[NH2:18])=[O:24]. Procedure details: The title product of Example 2 (830 mg, 3.25 mmole) was dissolved in about 200 ml of boiling chloroform and then cooled to about −10° C. A solution of 662 mg (ca. 3.25 mmole) of ca. 85% m-chloroperoxybenzoic acid in 10 ml of chloroform was then added with stirring over about ten minutes. After another thirty minutes, the reaction was quenched with 4 drops of dimethylsulfide and a white solid was collected by filtration. The solid was washed sequentially with chloroform and diethyl ether, then ai... Reactants: Brc1ccc2nc(NC3CCc4ccccc43)ccc2c1, CN1CCNCC1. The product is CN1CCN(c2ccc3nc(NC4CCc5ccccc54)ccc3c2)CC1. Reaction SMILES: [Br:1][c:2]1[cH:3][c:4]2[cH:5][cH:6][c:7]([NH:12][CH:13]3[CH2:14][CH2:15][c:16]4[cH:17][cH:18][cH:19][cH:20][c:21]43)[n:8][c:9]2[cH:10][cH:11]1.[CH3:22][N:23]1[CH2:24][CH2:25][NH:26][CH2:27][CH2:28]1>>[c:2]1([N:26]2[CH2:25][CH2:24][N:23]([CH3:22])[CH2:28][CH2:27]2)[cH:3][c:4]2[cH:5][cH:6][c:7]([NH:12][CH:13]3[CH2:14][CH2:15][c:16]4[cH:17][cH:18][cH:19][cH:20][c:21]43)[n:8][c:9]2[cH:10][cH:11]1. The reactants are CNc1ccccc1, Cc1ccccc1, CN1CC(CCCl)Oc2ncccc2C1=S. Yields the product CN1CC(CCN(C)c2ccccc2)Oc2ncccc2C1=S. Reaction SMILES: [CH3:17][NH:18][c:19]1[cH:20][cH:21][cH:22][cH:23][cH:24]1.[CH3:25][c:26]1[cH:27][cH:28][cH:29][cH:30][cH:31]1.[Cl:1][CH2:2][CH2:3][CH:4]1[O:5][c:6]2[c:7]([cH:13][cH:14][cH:15][n:16]2)[C:8](=[S:12])[N:9]([CH3:11])[CH2:10]1>>[CH2:2]([CH2:3][CH:4]1[O:5][c:6]2[c:7]([cH:13][cH:14][cH:15][n:16]2)[C:8](=[S:12])[N:9]([CH3:11])[CH2:10]1)[N:18]([CH3:17])[c:19]1[cH:20][cH:21][cH:22][cH:23][cH:24]1. Yields the product CC(C)CCCCCCCCC[N+](C)(C)[O-]. Reactants: CC(C)CCCCCCCCCCl, CNC, [Na+], [OH-]. RXN SMILES: [CH2:1]([CH2:2][CH2:3][CH2:4][CH2:5][CH2:6][CH2:7][CH2:8][CH2:9][CH:10]([CH3:11])[CH3:12])[Cl:13].[CH3:14][NH:15][CH3:16].[Na+:18].[OH-:17]>>[CH2:1]([CH2:2][CH2:3][CH2:4][CH2:5][CH2:6][CH2:7][CH2:8][CH2:9][CH:10]([CH3:11])[CH3:12])[N+:15]([CH3:14])([CH3:16])[O-:17].